This data is from the Open Reaction Database (ORD), a public repository of structured organic reaction records. The task is: describe an organic reaction: reactants, conditions, products, and yield Reactants: [O-]P([O-])(=O)OP(=O)([O-])[O-].[Ca+2].[Ca+2] (calcium pyrophosphate). Reagents/catalysts: OP(=O)([O-])[O-].OP(=O)([O-])[O-].[O-]P(=O)([O-])[O-].[O-]P(=O)([O-])[O-].[O-]P(=O)([O-])[O-].[O-]P(=O)([O-])[O-].[O-]P(=O)([O-])[O-].[O-]P(=O)([O-])[O-].[Mg+2].[Ca+2].[Ca+2].[Ca+2].[Ca+2].[Ca+2].[Ca+2].[Ca+2].[Ca+2].[Ca+2].[Fe+2] (Whitlockite). The product is P(=O)([O-])([O-])[O-].[Ca+2].P(=O)([O-])([O-])[O-].[Ca+2].[Ca+2] (Calcium Phosphate). RXN SMILES: [O-:1][P:2]([O:5]P([O-])([O-])=O)(=[O:4])[O-:3].[Ca+2:10].[Ca+2]>OP([O-])([O-])=O.OP([O-])([O-])=O.[O-]P([O-])([O-])=O.[O-]P([O-])([O-])=O.[O-]P([O-])([O-])=O.[O-]P([O-])([O-])=O.[O-]P([O-])([O-])=O.[O-]P([O-])([O-])=O.[Mg+2].[Ca+2].[Ca+2].[Ca+2].[Ca+2].[Ca+2].[Ca+2].[Ca+2].[Ca+2].[Ca+2].[Fe+2]>[P:2]([O-:5])([O-:4])([O-:3])=[O:1].[Ca+2:10].[P:2]([O-:5])([O-:4])([O-:3])=[O:1].[Ca+2:10].[Ca+2:10] |f:0.1.2,3.4.5.6.7.8.9.10.11.12.13.14.15.16.17.18.19.20.21,22.23.24.25.26|. Reported procedure: Heated to 500° C., 1 hour (Major) Whitlockite [β-Ca3(PO4)2] (minor) Ca2P2O7 Procedure: In a 100-ml of toluene was dissolved 5 g of the polymer produced above. The resulting solution was subjected to high speed centrifugation at 10,000 rpm to separate it into a toluene-soluble portion (A) and a toluene-insoluble portion (I). The toluene-insoluble portion was 20.2% of the original polymer. Methanol was added in small portions to the toluene-soluble portion to precipitate part of the polymer of the toluene-soluble portion and thus Sample B was obtained. Then, a large amount of methan... Reactants: polymer, C1(=CC=CC=C1)C (toluene), CO (methanol). RXN SMILES: [CH3:1]O.[C:3]1([CH3:9])[CH:8]=[CH:7][CH:6]=[CH:5][CH:4]=1>>[CH2:1]=[CH:9][C:3]1[CH:8]=[CH:7][CH:6]=[CH:5][CH:4]=1.[CH2:8]=[CH:3][CH:4]=[CH2:5].[CH2:1]=[CH:9][C:3]1[CH:8]=[CH:7][CH:6]=[CH:5][CH:4]=1 |f:2.3.4|. Yields the product C=CC1=CC=CC=C1.C=CC=C.C=CC1=CC=CC=C1 (styrene-butadiene-styrene). Reactants: CSc1nc(Cl)c(C#N)c(N2CCc3ccccc3CC2)n1, [H-], [Na+], C1CCOC1. Product: C=CCOc1nc(SC)nc(N2CCc3ccccc3CC2)c1C#N. As a reaction SMILES: [Cl:1][c:2]1[n:3][c:4]([S:21][CH3:22])[n:5][c:6]([N:10]2[CH2:11][CH2:12][c:13]3[c:14]([cH:17][cH:18][cH:19][cH:20]3)[CH2:15][CH2:16]2)[c:7]1[C:8]#[N:9].[H-:23].[Na+:24].[O:25]1[CH2:26][CH2:27][CH2:28][CH2:29]1>>[c:2]1([O:25][CH2:26][CH:27]=[CH2:28])[n:3][c:4]([S:21][CH3:22])[n:5][c:6]([N:10]2[CH2:11][CH2:12][c:13]3[c:14]([cH:17][cH:18][cH:19][cH:20]3)[CH2:15][CH2:16]2)[c:7]1[C:8]#[N:9]. Starting materials: O (water), O([Si](C)(C)C(C)(C)C)CCCOC1=CC=C(C=C1)C=1N=C2N(C=C(C=C2)I)C1 (2-[4′-(3″-t-butyldimethylsiloxypropoxy)phenyl]-6-iodoimidazo[1,2-a]pyridine), [Cl-].[NH4+] (ammonium chloride), [F-].C(CCC)[N+](CCCC)(CCCC)CCCC (tetrabutylammoniumfluoride). Run in C(C)#N (acetonitrile), O1CCCC1 (tetrahydrofuran), O1CCCC1 (tetrahydrofuran). Conditions: time 30 minute. The product is OCCCOC1=CC=C(C=C1)C=1N=C2N(C=C(C=C2)I)C1 (2-[4′-(3″-hydroxypropoxy)phenyl]-6-iodoimidazo[1,2-a]pyridine). Isolated yield 87.3%. RXN SMILES: [O:1]([CH2:9][CH2:10][CH2:11][O:12][C:13]1[CH:18]=[CH:17][C:16]([C:19]2[N:20]=[C:21]3[CH:26]=[CH:25][C:24]([I:27])=[CH:23][N:22]3[CH:28]=2)=[CH:15][CH:14]=1)[Si](C(C)(C)C)(C)C.[F-].C([N+](CCCC)(CCCC)CCCC)CCC.[Cl-].[NH4+].O>O1CCCC1.C(#N)C>[OH:1][CH2:9][CH2:10][CH2:11][O:12][C:13]1[CH:14]=[CH:15][C:16]([C:19]2[N:20]=[C:21]3[CH:26]=[CH:25][C:24]([I:27])=[CH:23][N:22]3[CH:28]=2)=[CH:17][CH:18]=1 |f:1.2,3.4|. Procedure: 1.52 g (corresponding to 2.99 mmol) of 2-[4′-(3″-t-butyldimethylsiloxypropoxy)phenyl]-6-iodoimidazo[1,2-a]pyridine was dissolved in 5.0 mL of tetrahydrofuran, and 2.99 mL of a 1.0 mol/L tetrahydrofuran solution of tetrabutylammoniumfluoride was added thereto. After the reaction mixture was stirred at room temperature for 30 minutes, ammonium chloride solution was added followed by the addition of 10 mL of water and 5.0 mL of acetonitrile to filter precipitates. The filtered precipitates were was... As a reaction SMILES: [CH:1](=[O:15])[CH2:2][CH2:3][CH2:4][CH2:5][CH2:6][CH2:7]/[CH:8]=[CH:9]\[CH2:10][CH2:11][CH2:12][CH2:13][CH3:14].[CH2:16](O)[CH2:17][OH:18].C1(C)C=CC(S(O)(=O)=O)=CC=1.O>C1(C)C=CC=CC=1>[CH2:2]([CH:1]1[O:18][CH2:17][CH2:16][O:15]1)[CH2:3][CH2:4][CH2:5][CH2:6][CH2:7]/[CH:8]=[CH:9]\[CH2:10][CH2:11][CH2:12][CH2:13][CH3:14]. Reactants: C(CCCCCC\C=C/CCCCC)=O ((Z)-8-Tetradecenal), O (water), C(CO)O (ethylene glycol), C1(=CC=C(C=C1)S(=O)(=O)O)C (p-toluenesulphonic acid). Procedure: 5.6 g (Z)-8-tetradecenal (6), 2.0 g ethylene glycol and 20 mg p-toluenesulphonic acid in 150 ml toluene were boiled in a water separator for 3 h. The reaction mixture was washed with sodium bisulphate solution and dried over sodium sulphate and the solvent was distilled off. Chromatography on silica gel gave 2-[(Z)-tridec-7-enyl]-1,3-dioxolane (7). The solvent is C1(=CC=CC=C1)C (toluene). The product is C(CCCCC\C=C/CCCCC)C1OCCO1 (2-[(Z)-tridec-7-enyl]-1,3-dioxolane). Run at time 3 hour. The reactants are C(C)(C)(C)OC(=O)N1CC(CC1)NC(=O)C=1SC=CC1NC1=C2C(=NC=C1)NC=C2 (3-{[3-(1H-Pyrrolo[2,3-b]pyridin-4-ylamino)-thiophene-2-carbonyl]-amino}-pyrrolidine-1-carboxylic acid tert-butyl ester), NCCCCNC(C)=O (N-(4-aminobutyl)acetamide). The product is C(C)(=O)NCCCCNC(=O)C=1SC=CC1NC1=C2C(=NC=C1)NC=C2 (3-(1H-Pyrrolo[2,3-b]pyridin-4-ylamino)-thiophene-2-carboxylic acid (4-acetylamino-butyl)-amide). Reaction SMILES: C(OC(N1[CH2:12][CH2:11][CH:10]([NH:13][C:14]([C:16]2[S:17][CH:18]=[CH:19][C:20]=2[NH:21][C:22]2[CH:27]=[CH:26][N:25]=[C:24]3[NH:28][CH:29]=[CH:30][C:23]=23)=[O:15])C1)=O)(C)(C)C.NCCC[CH2:35][NH:36][C:37](=[O:39])[CH3:38]>>[C:37]([NH:36][CH2:35][CH2:12][CH2:11][CH2:10][NH:13][C:14]([C:16]1[S:17][CH:18]=[CH:19][C:20]=1[NH:21][C:22]1[CH:27]=[CH:26][N:25]=[C:24]2[NH:28][CH:29]=[CH:30][C:23]=12)=[O:15])(=[O:39])[CH3:38]. Procedure details: This compound was prepared in an analogous manner as 3-{[3-(1H-Pyrrolo[2,3-b]pyridin-4-ylamino)-thiophene-2-carbonyl]-amino}-pyrrolidine-1-carboxylic acid tert-butyl ester using N-(4-aminobutyl)acetamide instead of 1-BOC-3-aminopyrrolidine. LCMS (ESI) 372 (M+H) 1H NMR (400 MHz, DMSO-d6) δ ppm 11.52 (1H, br. s.) 10.36 (1H, s) 8.11 (1H, t, J=5.56 Hz) 8.02 (1H, d, J=5.47 Hz) 7.77 (2H, d, J=5.47 Hz) 7.48 (1H, d, J=5.47 Hz) 7.31 (1H, dd, J=3.51, 2.54 Hz) 6.82 (1H, d, J=5.47 Hz) 6.43 (1H, dd, J=3.51, ...